This data is from the Open Reaction Database (ORD), a public repository of structured organic reaction records. The task is: describe an organic reaction: reactants, conditions, products, and yield Reactants: [Al+3], CCCCNc1cc(C#N)cc(S(N)(=O)=O)c1Oc1ccccc1, CCOC(C)=O, COCCOC, [H-], [H-], [H-], [H-], [Li+], O. Product: CCCCNc1cc(CN)cc(S(N)(=O)=O)c1Oc1ccccc1. As a reaction SMILES: [Al+3:2].[CH2:7]([CH2:8][CH2:9][CH3:10])[NH:11][c:12]1[cH:13][c:14]([C:15]#[N:16])[cH:17][c:18]([S:27]([NH2:28])(=[O:29])=[O:30])[c:19]1[O:20][c:21]1[cH:22][cH:23][cH:24][cH:25][cH:26]1.[CH3:31][CH2:32][O:33][C:34](=[O:35])[CH3:36].[CH3:38][O:39][CH2:40][CH2:41][O:42][CH3:43].[H-:1].[H-:4].[H-:5].[H-:6].[Li+:3].[OH2:37]>>[CH2:7]([CH2:8][CH2:9][CH3:10])[NH:11][c:12]1[cH:13][c:14]([CH2:15][NH2:16])[cH:17][c:18]([S:27]([NH2:28])(=[O:29])=[O:30])[c:19]1[O:20][c:21]1[cH:22][cH:23][cH:24][cH:25][cH:26]1. Reactants: CC(C)(C)[Si](C)(C)OCCn1ccc(NC(=O)C(CC2CCC(=O)C2)c2ccc(S(C)(=O)=O)c(Cl)c2)n1, CC(=O)O, C1CCOC1, O. The product is CS(=O)(=O)c1ccc(C(CC2CCC(=O)C2)C(=O)Nc2ccn(CCO)n2)cc1Cl. RXN SMILES: [C:1]([Si:2]([CH3:3])([CH3:4])[O:6][CH2:7][CH2:8][n:9]1[n:10][c:11]([NH:14][C:15]([CH:16]([CH2:17][CH:18]2[CH2:19][C:20](=[O:23])[CH2:21][CH2:22]2)[c:24]2[cH:25][c:26]([Cl:34])[c:27]([S:30](=[O:31])(=[O:32])[CH3:33])[cH:28][cH:29]2)=[O:35])[cH:12][cH:13]1)([CH3:5])([CH3:36])[CH3:37].[CH3:44][C:45](=[O:46])[OH:47].[O:38]1[CH2:39][CH2:40][CH2:41][CH2:42]1.[OH2:43]>>[OH:6][CH2:7][CH2:8][n:9]1[n:10][c:11]([NH:14][C:15]([CH:16]([CH2:17][CH:18]2[CH2:19][C:20](=[O:23])[CH2:21][CH2:22]2)[c:24]2[cH:25][c:26]([Cl:34])[c:27]([S:30](=[O:31])(=[O:32])[CH3:33])[cH:28][cH:29]2)=[O:35])[cH:12][cH:13]1. Reactants: CI, COc1cc(N2CCN(C(=O)Cn3nc(-c4nnn[nH]4)c(Cl)c3C)CC2)ccc1Cl, [K+], [K+], O=C([O-])[O-], CN(C)C=O. Yields the product COc1cc(N2CCN(C(=O)Cn3nc(-c4nnn(C)n4)c(Cl)c3C)CC2)ccc1Cl. As a reaction SMILES: [CH3:31][I:32].[Cl:1][c:2]1[c:3](-[c:26]2[n:27][n:28][n:29][nH:30]2)[n:4][n:5]([CH2:8][C:9](=[O:10])[N:11]2[CH2:12][CH2:13][N:14]([c:17]3[cH:18][c:19]([O:24][CH3:25])[c:20]([Cl:23])[cH:21][cH:22]3)[CH2:15][CH2:16]2)[c:6]1[CH3:7].[K+:33].[K+:34].[O-:35][C:36]([O-:37])=[O:38].[O:39]=[CH:40][N:41]([CH3:42])[CH3:43]>>[Cl:1][c:2]1[c:3](-[c:26]2[n:27][n:28][n:29]([CH3:36])[n:30]2)[n:4][n:5]([CH2:8][C:9](=[O:10])[N:11]2[CH2:12][CH2:13][N:14]([c:17]3[cH:18][c:19]([O:24][CH3:25])[c:20]([Cl:23])[cH:21][cH:22]3)[CH2:15][CH2:16]2)[c:6]1[CH3:7]. Isolated yield 22.1%. RXN SMILES: [CH3:1][C:2]1[N:11]=[C:10]2[C:5]([CH:6]=[CH:7][C:8]([N:12]3[CH:20]([O:21][C:22]([O:24]C4C=CC=CC=4)=O)[C:19]4[C:14](=[CH:15][CH:16]=[CH:17][CH:18]=4)[C:13]3=[O:31])=[N:9]2)=[CH:4][CH:3]=1.[CH3:32][N:33]1[CH2:38][CH2:37][NH:36][CH2:35][CH2:34]1>C(#N)C>[CH3:1][C:2]1[N:11]=[C:10]2[C:5]([CH:6]=[CH:7][C:8]([N:12]3[CH:20]([O:21][C:22]([N:36]4[CH2:37][CH2:38][N:33]([CH3:32])[CH2:34][CH2:35]4)=[O:24])[C:19]4[C:14](=[CH:15][CH:16]=[CH:17][CH:18]=4)[C:13]3=[O:31])=[N:9]2)=[CH:4][CH:3]=1. Run in C(C)#N (acetonitrile). Starting materials: CC1=CC=C2C=CC(=NC2=N1)N1C(C2=CC=CC=C2C1OC(=O)OC1=CC=CC=C1)=O (2-(7-methyl-1,8-naphthyridin-2-yl)-3-phenoxycarbonyloxy-isoindolin-1-one), CN1CCNCC1 (4-methylpiperazine). Reported procedure: Following the procedure of Example 11 but starting with 2-(7-methyl-1,8-naphthyridin-2-yl)-3-phenoxycarbonyloxy-isoindolin-1-one (4.9 g.) and 4-methylpiperazine (6 g.) in acetonitrile (40 cc.) and stirring the reaction mixture for 24 hours at 25° C., a crude product (4.2 g.) is obtained. This product is triturated in diethyl ether (42 cc.) and then recrystallised from diisopropyl ether (300 cc.). 2-(7-Methyl-1,8-naphthyridin-2-yl)-3-(4-methylpiperazin-1-yl)carbonyloxy-isoindolin-1-one (1.1 g.), ... Product: CC1=CC=C2C=CC(=NC2=N1)N1C(C2=CC=CC=C2C1OC(=O)N1CCN(CC1)C)=O (2-(7-Methyl-1,8-naphthyridin-2-yl)-3-(4-methylpiperazin-1-yl)carbonyloxy-isoindolin-1-one). Conditions: temperature 25 celsius, time 24 hour. Starting materials: C(=O)NC=1SC=C(N1)C(C(=O)NC1[C@@H]2N(C(=C(CS2)COC(N)=O)C(=O)O)C1=O)=NOCCOC=O (7-[2-(2-formamidothiazol-4-yl)-2-(2-formyloxyethoxyimino)acetamido]-3-carbamoyloxymethyl-3-cephem-4-carboxylic acid), Cl (hydrochloric acid), O1CCCC1 (tetrahydrofuran). Solvent: CO (methanol). Conditions: time 6 hour. Product: Cl.NC=1SC=C(N1)C(C(=O)NC1[C@@H]2N(C(=C(CS2)COC(N)=O)C(=O)O)C1=O)=NOCCO (7-[2-(2-aminothiazol-4-yl)-2-(2-hydroxyethoxyimino)acetamido]-3-carbamoyloxymethyl-3-cephem-4-carboxylic acid hydrochloride). Yield: 94.1%. RXN SMILES: C([NH:3][C:4]1[S:5][CH:6]=[C:7]([C:9](=[N:30][O:31][CH2:32][CH2:33][O:34]C=O)[C:10]([NH:12][CH:13]2[C:28](=[O:29])[N:15]3[C:16]([C:25]([OH:27])=[O:26])=[C:17]([CH2:20][O:21][C:22](=[O:24])[NH2:23])[CH2:18][S:19][C@H:14]23)=[O:11])[N:8]=1)=O.[ClH:37].O1CCCC1>CO>[ClH:37].[NH2:3][C:4]1[S:5][CH:6]=[C:7]([C:9](=[N:30][O:31][CH2:32][CH2:33][OH:34])[C:10]([NH:12][CH:13]2[C:28](=[O:29])[N:15]3[C:16]([C:25]([OH:27])=[O:26])=[C:17]([CH2:20][O:21][C:22](=[O:24])[NH2:23])[CH2:18][S:19][C@H:14]23)=[O:11])[N:8]=1 |f:4.5|. Procedure details: A mixture of 7-[2-(2-formamidothiazol-4-yl)-2-(2-formyloxyethoxyimino)acetamido]-3-carbamoyloxymethyl-3-cephem-4-carboxylic acid (syn isomer, 1.5 g.), conc. hydrochloric acid (0.6 g.), tetrahydrofuran (7.5 ml.) and methanol (15.0 ml.) was stirred at room temperature for 6 hours. After concentrating the resultant solution in vacuo, the residue was pulverized with a mixture of methanol and diisopropyl ether. The precipitates were collected by filtration, washed with diisopropyl ether and dried to ... Reactants: [H-].[Na+] (NaH), resultant solution, FC(C=1C=C(C=CC1)O)(F)F (3-(trifluoromethyl) phenol), CN(C)C=O (DMF), BrC1=NC(=CC(=C1)N(C)C)Br (2,6-dibromo-4-dimethylamino pyridine). Run in CCCCCC (hexane). The product is C1(=CC=CC=C1)NC(=O)C1=NC(=CC(=C1)N(C)C)OC1=CC(=CC=C1)C(F)(F)F (N-phenyl-4-dimethylamino-6-{3-(trifluoromethyl)phenoxy}-2-pyridine carboxamide). Reaction SMILES: [F:1][C:2]([F:11])([F:10])[C:3]1[CH:4]=[C:5]([OH:9])[CH:6]=[CH:7][CH:8]=1.[H-].[Na+].Br[C:15]1[CH:20]=[C:19]([N:21]([CH3:23])[CH3:22])[CH:18]=[C:17](Br)[N:16]=1.[CH3:25][N:26]([CH:28]=[O:29])C>CCCCCC>[C:25]1([NH:26][C:28]([C:15]2[CH:20]=[C:19]([N:21]([CH3:23])[CH3:22])[CH:18]=[C:17]([O:9][C:5]3[CH:6]=[CH:7][CH:8]=[C:3]([C:2]([F:10])([F:11])[F:1])[CH:4]=3)[N:16]=2)=[O:29])[CH:5]=[CH:4][CH:3]=[CH:8][CH:7]=1 |f:1.2|. Reported procedure: 1.4 g (0.0071×1.2 mol) of 3-(trifluoromethyl) phenol was dissolved in about 20 ml of DMF. The solution was further mixed with 0.30 g (ca. 60% in mineral oil; 0.0071-1.06 mol) of NaH and then with 2.00 g (0.0071 mol) of 2,6-dibromo-4-dimethylamino pyridine. After treating the solution under reflux for about 6 hours, the resultant solution was allowed to stand for cooling to room temperature. After the reaction solution was distributed in hexane-saturated sodium bicarbonate water, the organic phas... Reagents/catalysts: [Rh] (rhodium on alumina). Conditions: time 24 hour. Run in CO (methanol). RXN SMILES: [C:1]([O:5][C:6](=[O:26])[NH:7][C@H:8]([C:18]([N:20]1[CH2:24][CH2:23][C@H:22]([F:25])[CH2:21]1)=[O:19])[C@H:9]([C:11]1[CH:16]=[CH:15][C:14]([OH:17])=[CH:13][CH:12]=1)[CH3:10])([CH3:4])([CH3:3])[CH3:2].[H][H]>CO.[Rh]>[C:1]([O:5][C:6](=[O:26])[NH:7][C@H:8]([C:18]([N:20]1[CH2:24][CH2:23][C@H:22]([F:25])[CH2:21]1)=[O:19])[C@H:9]([CH:11]1[CH2:16][CH2:15][CH:14]([OH:17])[CH2:13][CH2:12]1)[CH3:10])([CH3:2])([CH3:3])[CH3:4]. Starting materials: C(C)(C)(C)OC(N[C@@H]([C@@H](C)C1=CC=C(C=C1)O)C(=O)N1C[C@H](CC1)F)=O (tert-Butyl[(1S,2S)-1-{[(3S)-3-fluoropyrrolidin-1-yl]carbonyl}-2-(4-hydroxyphenyl)propyl]carbamate), [H][H] (hydrogen). Procedure details: The material from Step B (0.022 g, 0.060 mmol) was hydrogenated at 50 psi hydrogen in the presence of 5% rhodium on alumina (22 mg) in methanol (5 mL) using a Parr shaker. After 24 h, the reaction mixture was filtered by passage through a syringe filter. Concentration of the filtrate in vacuo afforded the title compound as a mixture of cis and trans isomers containing a small amount of the fully reduced cyclohexane. LC/MS 395.3 (M+Na) Product: C(C)(C)(C)OC(N[C@@H]([C@@H](C)C1CCC(CC1)O)C(=O)N1C[C@H](CC1)F)=O (tert-Butyl[(1S,2S)-1-{[(3S)-3-fluoropyrrolidin-1-yl]carbonyl}-2-(4-hydroxycyclohexyl)propyl]carbamate). Yield: 36.0%. Solvent: O (water). Reactants: COC(C1=CC=C(C=C1)O)=O (Methyl-4-hydroxybenzoate), FC(C(=O)O)(F)F (trifluoroacetic acid), C1N2CN3CN1CN(C2)C3 (hexamethylenetetramine), S(O)(O)(=O)=O (sulfuric acid). Yields the product C(=O)C=1C=C(C(=O)OC)C=CC1O (methyl 3-formyl-4-hydroxybenzoate). Procedure: Methyl-4-hydroxybenzoate (4.56 g, 30 mmol) was mixed with trifluoroacetic acid (24 ml) and hexamethylenetetramine (8.41 g, 60 mmol) (Duff reaction). The reaction medium was heated to 80° C. for three hours and cooled to 0° C., followed by successive addition of 15 ml of 50% sulfuric acid and 90 ml of demineralized water. After stirring for one hour at room temperature, the medium was extracted with ethyl ether, washed with water, dried over magnesium sulfate and filtered, and the solvents were e... Run at temperature 80 celsius, time 1 hour. RXN SMILES: [CH3:1][O:2][C:3](=[O:11])[C:4]1[CH:9]=[CH:8][C:7]([OH:10])=[CH:6][CH:5]=1.FC(F)(F)[C:14](O)=[O:15].C1N2CN3CN(C2)CN1C3.S(=O)(=O)(O)O>O>[CH:14]([C:6]1[CH:5]=[C:4]([CH:9]=[CH:8][C:7]=1[OH:10])[C:3]([O:2][CH3:1])=[O:11])=[O:15].